Task: describe an organic reaction: reactants, conditions, products, and yield. Dataset: the Open Reaction Database (ORD), a public repository of structured organic reaction records Reactants: C1OCC=2C=NC(=CC21)C(=O)Cl (1H,3H-furo[3,4-c]pyridine-6-carbonyl chloride), C(C)(C)(C)OC(N(C)C(C)C(NC1=NC(=CC(=C1)C1=C2C=CC=NC2=CC=C1C)N)=O)=O (tert-butyl-N-(1-{[6-amino-4-(6-methylquinolin-5-yl)pyridin-2-yl]carbamoyl}ethyl)-N-methyl-carbamate), CCN(C(C)C)C(C)C (DIPEA). The solvent is C1CCOC1 (THF). Conditions: temperature 50 celsius, time 2 hour. The product is C(C)(C)(C)OC(N(C)C(C)C(NC1=NC(=CC(=C1)C1=C2C=CC=NC2=CC=C1C)NC(=O)C1=CC2=C(C=N1)COC2)=O)=O (tert-butyl-N-{1-[(6-{1H,3H-furo[3,4-c]pyridine-6-amido}-4-(6-methylquinolin-5-yl)pyridin-2-yl)carbamoyl]ethyl}-N-methylcarbamate). RXN SMILES: [CH2:1]1[C:9]2[CH:8]=[C:7]([C:10](Cl)=[O:11])[N:6]=[CH:5][C:4]=2[CH2:3][O:2]1.[C:13]([O:17][C:18](=[O:44])[N:19]([CH:21]([C:23](=[O:43])[NH:24][C:25]1[CH:30]=[C:29]([C:31]2[C:40]([CH3:41])=[CH:39][CH:38]=[C:37]3[C:32]=2[CH:33]=[CH:34][CH:35]=[N:36]3)[CH:28]=[C:27]([NH2:42])[N:26]=1)[CH3:22])[CH3:20])([CH3:16])([CH3:15])[CH3:14].CCN(C(C)C)C(C)C>C1COCC1>[C:13]([O:17][C:18](=[O:44])[N:19]([CH:21]([C:23](=[O:43])[NH:24][C:25]1[CH:30]=[C:29]([C:31]2[C:40]([CH3:41])=[CH:39][CH:38]=[C:37]3[C:32]=2[CH:33]=[CH:34][CH:35]=[N:36]3)[CH:28]=[C:27]([NH:42][C:10]([C:7]2[N:6]=[CH:5][C:4]3[CH2:3][O:2][CH2:1][C:9]=3[CH:8]=2)=[O:11])[N:26]=1)[CH3:22])[CH3:20])([CH3:14])([CH3:15])[CH3:16]. Reported procedure: 1H,3H-furo[3,4-c]pyridine-6-carbonyl chloride M1 (33 mg, 0.2 mmol) is added to tert-butyl-N-(1-{[6-amino-4-(6-methylquinolin-5-yl)pyridin-2-yl]carbamoyl}ethyl)-N-methyl-carbamate J1 (60 mg, 0.14 mmol) and DIPEA (59 μl, 0.34 mmol) in THF (1 ml) and the mixture is stirred at 50° C. for 2 h. The mixture is concentrated in vacuo and the product purified by RP HPLC. Yield: 17 mg (21%). HPLC-MS: M+H=583; tR=1.01 min (Method—2).